This data is from the Open Reaction Database (ORD), a public repository of structured organic reaction records. The task is: describe an organic reaction: reactants, conditions, products, and yield Starting materials: C(C1=CC=CC=C1)OC1=CC=C(C(=O)Cl)C=C1 (4-benzyloxybenzoyl chloride), C1(CCCC1)O (Cyclopentanol), O (water). The solvent is N1=CC=CC=C1 (pyridine). The product is C1(CCCC1)OC(=O)C1=CC=C(OCC2=CC=CC=C2)C=C1 (4-Cyclopentyloxycarbonylphenoxy-phenyl methane). Reaction SMILES: [CH:1]1([OH:6])[CH2:5][CH2:4][CH2:3][CH2:2]1.[CH2:7]([O:14][C:15]1[CH:23]=[CH:22][C:18]([C:19](Cl)=[O:20])=[CH:17][CH:16]=1)[C:8]1[CH:13]=[CH:12][CH:11]=[CH:10][CH:9]=1.O>N1C=CC=CC=1>[CH:1]1([O:6][C:19]([C:18]2[CH:22]=[CH:23][C:15]([O:14][CH2:7][C:8]3[CH:13]=[CH:12][CH:11]=[CH:10][CH:9]=3)=[CH:16][CH:17]=2)=[O:20])[CH2:5][CH2:4][CH2:3][CH2:2]1. Procedure details: Cyclopentanol (2.58g.; 0.03 m) was dissolved in pyridine (50 ml), 4-benzyloxybenzoyl chloride (6.76g; 0.03 m) was added and the mixture was boiled under reflux 6 hours. The resulting mixture was added to iced-water, extracted with ether, the organic extract washed with 2×100 ml. of 2N hydrochloric acid, 2×100 ml. saturated sodium bicarbonate solution and 1×100 ml. of water, dried (MgSO4) and evaporated. The ester was purified by elution from a column of silica in toluene. Reaction SMILES: C([Mg]Cl)(C)C.[O:6]1[C:14]2[CH:13]=[CH:12][N:11]=[CH:10][C:9]=2[N:8]=[CH:7]1.[C:15]([O:19][C:20]([N:22]1[CH2:27][CH2:26][CH:25]([CH2:28][CH:29]=[O:30])[CH2:24][CH2:23]1)=[O:21])([CH3:18])([CH3:17])[CH3:16]>C1COCC1>[C:15]([O:19][C:20]([N:22]1[CH2:27][CH2:26][CH:25]([CH2:28][CH:29]([OH:30])[C:7]2[O:6][C:14]3[CH:13]=[CH:12][N:11]=[CH:10][C:9]=3[N:8]=2)[CH2:24][CH2:23]1)=[O:21])([CH3:18])([CH3:17])[CH3:16]. Product: C(C)(C)(C)OC(=O)N1CCC(CC1)CC(C=1OC2=C(C=NC=C2)N1)O (4-(2-Hydroxy-2-oxazolo[4,5-c]pyridin-2-ylethyl)piperidine-1-carboxylic acid tert-butyl ester). Run in C1CCOC1 (THF), C1CCOC1 (THF), C1CCOC1 (THF). Conditions: temperature 20 celsius, time 1 hour. Reported procedure: i-PrMgCl (0.44 mL of a 2 mmol/mL solution in THF, 0.88 mmol) was added dropwise to a stirred solution of oxazolo[4,5-c]pyridine (105 mg, 0.87 mmol) in anhydrous THF (3 mL) at 0° C. After 1 h, a solution of 4-(2-oxo-ethyl)piperidine-1-carboxylic acid tert-butyl ester (198 mg, 0.87 mmol) in anhydrous THF (2 mL) was added, then the mixture was allowed to warm to 20° C. over 16 h, before being quenched with saturated aqueous NH4Cl (10 mL). The layers were separated, then the aqueous phase was extrac... The reactants are C(C)(C)(C)OC(=O)N1CCC(CC1)CC=O (4-(2-oxo-ethyl)piperidine-1-carboxylic acid tert-butyl ester), C(C)(C)[Mg]Cl (i-PrMgCl), solution, O1C=NC=2C=NC=CC21 (oxazolo[4,5-c]pyridine).